From a dataset of the Open Reaction Database (ORD), a public repository of structured organic reaction records. describe an organic reaction: reactants, conditions, products, and yield Reactants: [Br-], [Br-], [Br-], [Li+], BrP(Br)Br, [Zn+2], OC(CCc1ccccc1)C1CC1. The product is BrCCC=CCCc1ccccc1. As a reaction SMILES: [Br-:19].[Br-:20].[Br-:22].[Li+:18].[P:14]([Br:15])([Br:16])[Br:17].[Zn+2:21].[c:1]1([CH2:7][CH2:8][CH:9]([OH:10])[CH:11]2[CH2:12][CH2:13]2)[cH:2][cH:3][cH:4][cH:5][cH:6]1>>[c:1]1([CH2:7][CH2:8][CH:9]=[CH:11][CH2:12][CH2:13][Br:15])[cH:2][cH:3][cH:4][cH:5][cH:6]1. Starting materials: CNC, CC(C)=O, O=C(O)c1cc(S(=O)(=O)Cl)cc2c1OCCO2. Product: CN(C)S(=O)(=O)c1cc2c(c(C(=O)O)c1)OCCO2. Reaction SMILES: [CH3:1][NH:2][CH3:3].[CH3:21][C:22](=[O:23])[CH3:24].[Cl:4][S:5](=[O:6])(=[O:7])[c:8]1[cH:9][c:10]([C:18](=[O:19])[OH:20])[c:11]2[c:12]([cH:17]1)[O:13][CH2:14][CH2:15][O:16]2>>[CH3:1][N:2]([CH3:3])[S:5](=[O:6])(=[O:7])[c:8]1[cH:9][c:10]([C:18](=[O:19])[OH:20])[c:11]2[c:12]([cH:17]1)[O:13][CH2:14][CH2:15][O:16]2. The reactants are FC1=C(C(=C(C(=N1)F)F)F)F (Pentafluoropyridine), N1CCOCC1 (morpholine). The solvent is ClCCl (dichloromethane). Reaction conditions: time 8 hour. Yields the product FC1=NC(=C(C(=C1F)N1CCOCC1)F)F (4-(2,3,5,6-tetrafluoro-pyridin-4-yl)-morpholine). Reaction SMILES: [F:1][C:2]1[N:7]=[C:6]([F:8])[C:5]([F:9])=[C:4](F)[C:3]=1[F:11].[NH:12]1[CH2:17][CH2:16][O:15][CH2:14][CH2:13]1>ClCCl>[F:8][C:6]1[C:5]([F:9])=[C:4]([N:12]2[CH2:17][CH2:16][O:15][CH2:14][CH2:13]2)[C:3]([F:11])=[C:2]([F:1])[N:7]=1. Reported procedure: Pentafluoropyridine (3.4 g; 20 mmol) was dissolved in dichloromethane (50 mL) and chilled in an ice bath. To the solution was added morpholine (3.48 g; 40 mmol) and the reaction was allowed to warm to room temperature with stirring overnight. The organic phase was washed with saturated ammonium chloride solution (2×20 mL), dried over magnesium sulfate, evaporated, and purified by column chromatography to give 4-(2,3,5,6-tetrafluoro-pyridin-4-yl)-morpholine.